From a dataset of the Open Reaction Database (ORD), a public repository of structured organic reaction records. describe an organic reaction: reactants, conditions, products, and yield Starting materials: COC(=O)C(CNC(=O)OC(C)(C)C)Nc1ncccn1, Cl, C1COCCO1. Product: COC(=O)C(CN)Nc1ncccn1. As a reaction SMILES: [CH3:1][O:2][C:3]([CH:4]([CH2:5][NH:6][C:7]([O:8][C:9]([CH3:10])([CH3:11])[CH3:12])=[O:13])[NH:14][c:15]1[n:16][cH:17][cH:18][cH:19][n:20]1)=[O:21].[ClH:22].[O:23]1[CH2:24][CH2:25][O:26][CH2:27][CH2:28]1>>[CH3:1][O:2][C:3]([CH:4]([CH2:5][NH2:6])[NH:14][c:15]1[n:16][cH:17][cH:18][cH:19][n:20]1)=[O:21].